Dataset: the Open Reaction Database (ORD), a public repository of structured organic reaction records. Task: describe an organic reaction: reactants, conditions, products, and yield Reactants: CCOC(=O)C1(Cc2cccc(Nc3ccnn3C(C)(C)C)n2)CCN(C(=O)c2cccc(Cl)c2F)CC1, O=CO. Product: CCOC(=O)C1(Cc2cccc(Nc3cc[nH]n3)n2)CCN(C(=O)c2cccc(Cl)c2F)CC1. RXN SMILES: [C:1]([CH3:2])([CH3:3])([CH3:4])[n:5]1[n:6][cH:7][cH:8][c:9]1[NH:10][c:11]1[cH:12][cH:13][cH:14][c:15]([CH2:17][C:18]2([C:34](=[O:35])[O:36][CH2:37][CH3:38])[CH2:19][CH2:20][N:21]([C:24]([c:25]3[c:26]([F:32])[c:27]([Cl:31])[cH:28][cH:29][cH:30]3)=[O:33])[CH2:22][CH2:23]2)[n:16]1.[CH:39]([OH:40])=[O:41]>>[n:5]1[nH:6][cH:7][cH:8][c:9]1[NH:10][c:11]1[cH:12][cH:13][cH:14][c:15]([CH2:17][C:18]2([C:34](=[O:35])[O:36][CH2:37][CH3:38])[CH2:19][CH2:20][N:21]([C:24]([c:25]3[c:26]([F:32])[c:27]([Cl:31])[cH:28][cH:29][cH:30]3)=[O:33])[CH2:22][CH2:23]2)[n:16]1. Reactants: [N+](=O)([O-])C1=CC=C(C=C1)C=CC(=O)C=1C=C(C#N)C=CC1 (3-[3-(4-nitrophenyl)-1-oxo-2-propenyl]benzonitrile), C1(=CC=CC=C1)P(C1=CC=CC=C1)(C1=CC=CC=C1)=CC(=O)OC (methyl (triphenylphosphoranylidene)acetate). Run in C1(=CC=CC=C1)C (toluene). Product: C(#N)C=1C=C(C=CC1)C(=CC(=O)OC)C=CC1=CC=C(C=C1)[N+](=O)[O-] (methyl 3-(3-cyanophenyl)-5-(4-nitrophenyl)-2,4-pentadienoate). Yield: 73.7%. RXN SMILES: [N+:1]([C:4]1[CH:9]=[CH:8][C:7]([CH:10]=[CH:11][C:12]([C:14]2[CH:15]=[C:16]([CH:19]=[CH:20][CH:21]=2)[C:17]#[N:18])=O)=[CH:6][CH:5]=1)([O-:3])=[O:2].C1(P(=[CH:41][C:42]([O:44][CH3:45])=[O:43])(C2C=CC=CC=2)C2C=CC=CC=2)C=CC=CC=1>C1(C)C=CC=CC=1>[C:17]([C:16]1[CH:15]=[C:14]([C:12]([CH:11]=[CH:10][C:7]2[CH:8]=[CH:9][C:4]([N+:1]([O-:3])=[O:2])=[CH:5][CH:6]=2)=[CH:41][C:42]([O:44][CH3:45])=[O:43])[CH:21]=[CH:20][CH:19]=1)#[N:18]. Procedure: Part B. 3-[3-(4-nitrophenyl)-1-oxo-2-propenyl]benzonitrile (0.500 gm, 1.79 mmol) was suspended in toluene and methyl (triphenylphosphoranylidene)acetate (0.600 gm, 1.79 mmol) was added. The suspension was heated to reflux (at which point the solution becomes homogeneous) for 5 hrs. The reaction was cooled to room temperature and the solvent removed under vacuum. The residue was chromatographed on silica gel (20% ethyl acetate/toluene) to afford methyl 3-(3-cyanophenyl)-5-(4-nitrophenyl)-2,4-pent... The reactants are FC=1C=C(C=C(C1)F)Br (3,5-Difluorobromobenzene), C([O-])([O-])=O.[K+].[K+] (potassium carbonate), C1(=CC=CC=C1)C (toluene), FC1=C(C=CC(=C1)[C@@H]1CC[C@H](CC1)CCC)OB(O)O (2-fluoro-4-(trans-4-propylcyclohexyl)phenylboric acid). Reagents/catalysts: C=1C=CC(=CC1)[P](C=2C=CC=CC2)(C=3C=CC=CC3)[Pd]([P](C=4C=CC=CC4)(C=5C=CC=CC5)C=6C=CC=CC6)([P](C=7C=CC=CC7)(C=8C=CC=CC8)C=9C=CC=CC9)[P](C=1C=CC=CC1)(C=1C=CC=CC1)C=1C=CC=CC1 (tetrakis(triphenylphosphine)palladium). The solvent is C(C)O (ethanol), C(C)O (ethanol). Reaction conditions: temperature 50 celsius, time 5 hour. Product: FC1=C(C=CC(=C1)[C@@H]1CC[C@H](CC1)CCC)C1=C(C=CC=C1F)F (4-[2-fluoro-4-(trans-4-propylcyclohexyl)phenyl]-3,5-difluorobenzene). Isolated yield 75.7%. RXN SMILES: [F:1][C:2]1[CH:3]=[C:4](Br)[CH:5]=[C:6]([F:8])[CH:7]=1.C(=O)([O-])[O-].[K+].[K+].[F:16][C:17]1[CH:22]=[C:21]([C@H:23]2[CH2:28][CH2:27][C@H:26]([CH2:29][CH2:30][CH3:31])[CH2:25][CH2:24]2)[CH:20]=[CH:19][C:18]=1OB(O)O.C1(C)C=CC=CC=1>C(O)C.C1C=CC([P]([Pd]([P](C2C=CC=CC=2)(C2C=CC=CC=2)C2C=CC=CC=2)([P](C2C=CC=CC=2)(C2C=CC=CC=2)C2C=CC=CC=2)[P](C2C=CC=CC=2)(C2C=CC=CC=2)C2C=CC=CC=2)(C2C=CC=CC=2)C2C=CC=CC=2)=CC=1>[F:16][C:17]1[CH:22]=[C:21]([C@H:23]2[CH2:28][CH2:27][C@H:26]([CH2:29][CH2:30][CH3:31])[CH2:25][CH2:24]2)[CH:20]=[CH:19][C:18]=1[C:7]1[C:2]([F:1])=[CH:3][CH:4]=[CH:5][C:6]=1[F:8] |f:1.2.3,^1:49,51,70,89|. Procedure details: 3,5-Difluorobromobenzene (30 g), tetrakis(triphenylphosphine)palladium (0) (1.8 g), ethanol (150 mL), and a 2 mol/L aqueous potassium carbonate solution (155 mL) were mixed with each other and heated to 50° C. A solution prepared by dissolving 2-fluoro-4-(trans-4-propylcyclohexyl)phenylboric acid (49.3 g) in ethanol (300 mL) was added thereto, and stirring was performed at 50° C. for five hours. After the temperature was decreased to room temperature by natural cooling, toluene (300 mL) was adde... The reactants are CCOC(=O)c1sc(N2CCC(NC(=O)c3[nH]c(C)c(Cl)c3Cl)C(OC)C2)nc1C(=O)NC1(C#N)CC1, O=C([O-])[O-], CO, Cl, [K+], [K+], O. The product is COC1CN(c2nc(C(=O)NC3(C#N)CC3)c(C(=O)O)s2)CCC1NC(=O)c1[nH]c(C)c(Cl)c1Cl. As a reaction SMILES: [C:1](#[N:2])[C:3]1([NH:6][C:7](=[O:8])[c:9]2[n:10][c:11]([N:19]3[CH2:20][CH:21]([O:36][CH3:37])[CH:22]([NH:25][C:26](=[O:27])[c:28]4[nH:29][c:30]([CH3:35])[c:31]([Cl:34])[c:32]4[Cl:33])[CH2:23][CH2:24]3)[s:12][c:13]2[C:14](=[O:15])[O:16][CH2:17][CH3:18])[CH2:4][CH2:5]1.[C:38](=[O:39])([O-:40])[O-:41].[CH3:45][OH:46].[ClH:44].[K+:42].[K+:43].[OH2:47]>>[C:1](#[N:2])[C:3]1([NH:6][C:7](=[O:8])[c:9]2[n:10][c:11]([N:19]3[CH2:20][CH:21]([O:36][CH3:37])[CH:22]([NH:25][C:26](=[O:27])[c:28]4[nH:29][c:30]([CH3:35])[c:31]([Cl:34])[c:32]4[Cl:33])[CH2:23][CH2:24]3)[s:12][c:13]2[C:14](=[O:15])[OH:16])[CH2:4][CH2:5]1. Starting materials: Cl[Sn]Cl (SnCl2), N(=O)[O-].[Na+] (NaNO2), C(=O)(O)[O-].[Na+] (NaHCO3), BrC1=C(N)C=C(C=C1)[N+](=O)[O-] (2-bromo-5-nitroaniline), BrC1=C(N)C=C(C=C1)[N+](=O)[O-] (2-bromo-5-nitroaniline). The solvent is Cl (HCl), O (water), Cl (HCl). Reaction conditions: temperature 0 celsius, time 3 hour. Product: BrC1=C(C=C(C=C1)[N+](=O)[O-])NN ((2-bromo-5-nitrophenyl)hydrazine). Isolated yield 52.5%. RXN SMILES: [Br:1][C:2]1[CH:8]=[CH:7][C:6]([N+:9]([O-:11])=[O:10])=[CH:5][C:3]=1[NH2:4].[N:12]([O-])=O.[Na+].Cl[Sn]Cl.C([O-])(O)=O.[Na+]>Cl.O>[Br:1][C:2]1[CH:8]=[CH:7][C:6]([N+:9]([O-:11])=[O:10])=[CH:5][C:3]=1[NH:4][NH2:12] |f:1.2,4.5|. Reported procedure: To a suspension of 2-bromo-5-nitroaniline (1 g, 4.6 mmol) in conc. HCl (10 mL) at 0° C. was slowly added a solution of NaNO2 (382 mg, 5.5 mmol) in water (1.5 mL). Then, the mixture was stirred at 0° C. for 3 hr until TLC and LCMS analysis showed that most of 2-bromo-5-nitroaniline was consumed. SnCl2 (1.90 g, 10 mmol) in conc. HCl (3 mL) was slowly added. The mixture was then stirred at RT for 2 hr before re-cooled to 0° C. Then, the PH was adjusted with sat. aq. NaHCO3 to 7-8. The mixture was e... Starting materials: C(C)(=O)OCC (ethyl acetate), COC(C1=C(C=CC=C1)CBr)=O (2-bromomethyl-benzoic acid methyl ester), FC(OC1=CC=C(C=C1)CCCN)(F)F (3-(4-trifluoromethoxy-phenyl)-propylamine), C(=O)([O-])[O-].[K+].[K+] (K2CO3). Solvent: C1(=CC=CC=C1)C (toluene), CCCCCC (hexane). Run at temperature 100 celsius, time 2 hour. The product is FC(OC1=CC=C(C=C1)CCCN1C(C2=CC=CC=C2C1)=O)(F)F (2-[3-(4-trifluoromethoxy-phenyl)-propyl]-2,3-dihydro-isoindol-1-one). Isolated yield 37.0%. RXN SMILES: CO[C:3](=[O:12])[C:4]1[CH:9]=[CH:8][CH:7]=[CH:6][C:5]=1[CH2:10]Br.[F:13][C:14]([F:27])([F:26])[O:15][C:16]1[CH:21]=[CH:20][C:19]([CH2:22][CH2:23][CH2:24][NH2:25])=[CH:18][CH:17]=1.C([O-])([O-])=O.[K+].[K+].C(OCC)(=O)C>C1(C)C=CC=CC=1.CCCCCC>[F:13][C:14]([F:26])([F:27])[O:15][C:16]1[CH:17]=[CH:18][C:19]([CH2:22][CH2:23][CH2:24][N:25]2[CH2:10][C:5]3[C:4](=[CH:9][CH:8]=[CH:7][CH:6]=3)[C:3]2=[O:12])=[CH:20][CH:21]=1 |f:2.3.4|. Procedure details: A mixture of 2-bromomethyl-benzoic acid methyl ester (0.460 g, 2.0 mmol), 3-(4-trifluoromethoxy-phenyl)-propylamine (0.438 g, 2.0 mmol), and K2CO3 (0.500 g, 3.6 mmol) in toluene (10 mL) was heated with stirring at 100° C. for 2 h. Workup and silica gel column chromatography using 30% ethyl acetate in hexane afforded 2-[3-(4-trifluoromethoxy-phenyl)-propyl]-2,3-dihydro-isoindol-1-one (0.248 g, 37%). 1H NMR (300 MHz, CDCl3): δ (ppm) 1.97 (m, 2H), 2.70 (t, 2H), 3.69 (t, 2H), 4.36 (s, 2H), 7.09 (d, ... The reactants are CCOC(=O)CBr, [Li]CCCC, CCOC(C)Oc1cccc(OC)c1, CCN(C(C)C)C(C)C, [Cu]I. Yields the product CCOC(=O)Cc1c(OC)cccc1OC(C)OCC. RXN SMILES: [Br:20][CH2:21][C:22](=[O:23])[O:24][CH2:25][CH3:26].[CH2:15]([Li:16])[CH2:17][CH2:18][CH3:19].[CH2:1]([CH3:2])[O:3][CH:4]([CH3:5])[O:6][c:7]1[cH:8][c:9]([O:13][CH3:14])[cH:10][cH:11][cH:12]1.[CH:27]([N:28]([CH2:29][CH3:30])[CH:31]([CH3:32])[CH3:33])([CH3:34])[CH3:35].[Cu:36][I:37]>>[CH2:1]([CH3:2])[O:3][CH:4]([CH3:5])[O:6][c:7]1[c:8]([CH2:21][C:22](=[O:23])[O:24][CH2:25][CH3:26])[c:9]([O:13][CH3:14])[cH:10][cH:11][cH:12]1. Starting materials: [H-].[Na+] (NaH), O1CCCC1 (THF), O (water), O1CCCC1 (THF), triethyl phosphonoacetate, O1CCCC1 (tetrahydrofuran), C1CC2=CC=CC=C2CC1=O (β-tetralone). Run at temperature 10 celsius, time 30 minute. Yields the product C1=C(CCC2=CC=CC=C12)CC(=O)OCC (Ethyl 2-(3,4-dihydro-naphth-2-yl)acetate). As a reaction SMILES: [H-].[Na+].[CH2:3]1[C:12](=O)[CH2:11][C:10]2[C:5](=[CH:6][CH:7]=[CH:8][CH:9]=2)[CH2:4]1.[OH2:14].[O:15]1[CH2:19][CH2:18][CH2:17][CH2:16]1>>[CH:11]1[C:10]2[C:5](=[CH:6][CH:7]=[CH:8][CH:9]=2)[CH2:4][CH2:3][C:12]=1[CH2:17][C:16]([O:15][CH2:19][CH3:18])=[O:14] |f:0.1|. Reported procedure: A solution of 56 g (0.25 mol) of triethyl phosphonoacetate in 70 ml of tetrahydrofuran (THF) is added dropwise to a suspension, maintained at 0° C., of 6 g (0.25 mol) of NaH in 600 ml of anhydrous THF under a nitrogen atmosphere. The mixture is then stirred at 10° C. for 30 minutes, cooled to 0° C., and then treated, dropwise, with a solution of 36.52 g (0.25 mol) of β-tetralone in 50 ml of anhydrous THF. After stirring for 3 hours at 20° C., the mixture is hydrolysed, at 0° C., with 200 ml of w...